From a dataset of the Open Reaction Database (ORD), a public repository of structured organic reaction records. describe an organic reaction: reactants, conditions, products, and yield The reactants are CNC(=CC#N)C1=CC2=CC=CC=C2C=C1 (β-(methylamino)-2-naphthaleneacrylonitrile), BrCC(C(F)(F)F)=O (3-bromo-1,1,1-trifluoro-2-propanone). Run in C1(=CC=CC=C1)C (toluene), C(C)(=O)O (acetic acid), C(C)(=O)OCC (ethyl acetate). Yields the product CN1C(=C(C=C1C(F)(F)F)C#N)C1=CC2=CC=CC=C2C=C1 (1-Methyl-2-(2-naphthyl)-5-(trifluoromethyl)pyrrole-3-carbonitrile). As a reaction SMILES: [CH3:1][NH:2][C:3]([C:7]1[CH:16]=[CH:15][C:14]2[C:9](=[CH:10][CH:11]=[CH:12][CH:13]=2)[CH:8]=1)=[CH:4][C:5]#[N:6].Br[CH2:18][C:19](=O)[C:20]([F:23])([F:22])[F:21]>C1(C)C=CC=CC=1.C(O)(=O)C.C(OCC)(=O)C>[CH3:1][N:2]1[C:19]([C:20]([F:23])([F:22])[F:21])=[CH:18][C:4]([C:5]#[N:6])=[C:3]1[C:7]1[CH:16]=[CH:15][C:14]2[C:9](=[CH:10][CH:11]=[CH:12][CH:13]=2)[CH:8]=1. Reported procedure: A solution of β-(methylamino)-2-naphthaleneacrylonitrile (2.5 g, 0.012 mol) in toluene and acetic acid is treated dropwise with 3-bromo-1,1,1-trifluoro-2-propanone (2.3 g, 0.012 mol) at room temperature, heated at reflux temperature for 6 hours, cooled and diluted with ethyl acetate. The organic phase is washed sequentially with water and 5N NaOH, dried (Na2SO4) and concentrated in vacuo to give a brown oil residue. The residue is flash chromatographed (silica gel, hexanes/ethyl acetate, 80/20) ... The reactants are C(C1=CC=CC=C1)OC(=O)NCCCCC(C(=O)OCC)CP(=O)(O)C(C(C)C)NC(CCC1=CC=CC=C1)=O (ethyl 6-benzyloxycarbonylamino-2-((2-methyl-1-(3-phenylpropanoylamino)propyl)hydroxyphosphinoyl)methylhexanoate), [OH-].[Na+] (sodium hydroxide), Cl (hydrochloric acid). Solvent: C(C)O.O (ethanol water). Run at temperature 50 celsius, time 2 hour. The product is C(C1=CC=CC=C1)OC(=O)NCCCCC(C(=O)O)CP(=O)(O)C(C(C)C)NC(CCC1=CC=CC=C1)=O (6-benzyloxycarbonylamino-2-((2-methyl-1-(3-phenylpropanoylamino)propyl)hydroxyphosphinoyl)methylhexanoic acid). Yield: 85.7%. As a reaction SMILES: [CH2:1]([O:8][C:9]([NH:11][CH2:12][CH2:13][CH2:14][CH2:15][CH:16]([CH2:22][P:23]([CH:26]([NH:30][C:31](=[O:40])[CH2:32][CH2:33][C:34]1[CH:39]=[CH:38][CH:37]=[CH:36][CH:35]=1)[CH:27]([CH3:29])[CH3:28])([OH:25])=[O:24])[C:17]([O:19]CC)=[O:18])=[O:10])[C:2]1[CH:7]=[CH:6][CH:5]=[CH:4][CH:3]=1.[OH-].[Na+].Cl>C(O)C.O>[CH2:1]([O:8][C:9]([NH:11][CH2:12][CH2:13][CH2:14][CH2:15][CH:16]([CH2:22][P:23]([CH:26]([NH:30][C:31](=[O:40])[CH2:32][CH2:33][C:34]1[CH:35]=[CH:36][CH:37]=[CH:38][CH:39]=1)[CH:27]([CH3:29])[CH3:28])([OH:25])=[O:24])[C:17]([OH:19])=[O:18])=[O:10])[C:2]1[CH:3]=[CH:4][CH:5]=[CH:6][CH:7]=1 |f:1.2,4.5|. Procedure details: The crude ethyl 6-benzyloxycarbonylamino-2-((2-methyl-1-(3-phenylpropanoylamino)propyl)hydroxyphosphinoyl)methylhexanoate (222 mg) obtained in the above step (f) was dissolved in a mixed solvent of ethanol:water (10:7) (3.4 ml). The mixture was added with 1 N aqueous sodium hydroxide (0.6 ml) and stirred at room temperature for 3 hours, at 50° C. for 2 hours, and then at room temperature for 16 hours. The reaction mixture was acidified with hydrochloric acid and the organic substances were extra... The reactants are CN(C)C=O (DMF), BrC1=C(C=C(S1)C#N)C (5-bromo-4-methyl-thiophene-2-carbonitrile), C(CCC)[Li] (n-butyl lithium). Solvent: C1CCOC1 (THF), C1CCOC1 (THF). Run at temperature -78 celsius, time 30 minute. Product: C(=O)C1=C(C=C(S1)C#N)C (5-formyl-4-methyl-thiophene-2-carbonitrile). The yield is 51.2%. RXN SMILES: Br[C:2]1[S:6][C:5]([C:7]#[N:8])=[CH:4][C:3]=1[CH3:9].C([Li])CCC.CN([CH:18]=[O:19])C>C1COCC1>[CH:18]([C:2]1[S:6][C:5]([C:7]#[N:8])=[CH:4][C:3]=1[CH3:9])=[O:19]. Procedure: To a solution of 4-methyl-thiophene-2-carbonitrile (2.70 g, 21.9 mmol) in acetic acid (20 mL), bromine (5.25 g, 32.9 mmol) is added slowly. The mixture is stirred at rt for 1 h then at 40° C. for 3 h and again at rt for 16 h. The mixture is separated by prep. HPLC. The product containing fractions are carefully concentrated at 45° C. and 120 mbar before they are combined, and extracted with EA. The organic extract is dried over Na2SO4, filtered and carefully concentrated and dried to give 5-brom...